Dataset: the Open Reaction Database (ORD), a public repository of structured organic reaction records. Task: describe an organic reaction: reactants, conditions, products, and yield The reactants are Cc1ccccc1CCC(=O)Cl, COc1cc2ncnc(Oc3ccc(N)cc3)c2cc1OC, Cc1ccccc1CCC(=O)N=C=S, Cc1ccccc1CCC(=O)O, Cc1ccccc1, CCO, O=S(Cl)Cl. Yields the product COc1cc2ncnc(Oc3ccc(NC(=S)NC(=O)CCc4ccccc4C)cc3)c2cc1OC. Reaction SMILES: [CH3:17][c:18]1[cH:19][cH:20][cH:21][cH:22][c:23]1[CH2:24][CH2:25][C:26]([Cl:27])=[O:28].[CH3:29][O:30][c:31]1[cH:32][c:33]2[c:34]([O:43][c:44]3[cH:45][cH:46][c:47]([NH2:48])[cH:49][cH:50]3)[n:35][cH:36][n:37][c:38]2[cH:39][c:40]1[O:41][CH3:42].[CH3:51][c:52]1[c:53]([CH2:58][CH2:59][C:60](=[O:61])[N:62]=[C:63]=[S:64])[cH:54][cH:55][cH:56][cH:57]1.[CH3:5][c:6]1[cH:7][cH:8][cH:9][cH:10][c:11]1[CH2:12][CH2:13][C:14]([OH:15])=[O:16].[CH3:65][c:66]1[cH:67][cH:68][cH:69][cH:70][cH:71]1.[CH3:72][CH2:73][OH:74].[S:1]([Cl:2])([Cl:3])=[O:4]>>[CH3:29][O:30][c:31]1[cH:32][c:33]2[c:34]([O:43][c:44]3[cH:45][cH:46][c:47]([NH:48][C:63]([NH:62][C:60]([CH2:59][CH2:58][c:53]4[c:52]([CH3:51])[cH:57][cH:56][cH:55][cH:54]4)=[O:61])=[S:64])[cH:49][cH:50]3)[n:35][cH:36][n:37][c:38]2[cH:39][c:40]1[O:41][CH3:42]. Starting materials: COC(NC(C(C)C)C(=O)N1C(CCC1)C=1NC(=CN1)C1=CC2=CC=C(C=C2C=C1)C1=CC=C(C=C1)C=1NC(=NC1)C1N(CC(C1)C#N)C(C(C(C)C)NC(=O)OC)=O)=O ([1-(2-{5-[6-(4-{2-[4-Cyano-1-(2-methoxycarbonylamino-3-methyl-butyryl)-pyrrolidin-2-yl]-3H-imidazol-4-yl}-phenyl)-naphthalen-2-yl]-1H-imidazol-2-yl}-pyrrolidine-1-carbonyl)-2-methyl-propyl]-carbamic acid methyl ester), COC(=O)NC(C(=O)O)C1=CC=CC=C1 (methoxycarbonylamino-phenyl-acetic acid), amino acid, C(#N)N1[C@H](C(=O)O)CCC1 (cyano proline). The product is COC(NC(C(C)C)C(=O)N1C(CCC1)C=1NC(=CN1)C1=CC2=CC=C(C=C2C=C1)C1=CC=C(C=C1)C=1NC(=NC1)C1N(CC(C1)C#N)C(C(C1=CC=CC=C1)NC(=O)OC)=O)=O ([1-(2-{5-[6-(4-{2-[4-Cyano-1-(2-methoxycarbonylamino-2-phenyl-acetyl)-pyrrolidin-2-yl]-3H-imidazol-4-yl}-phenyl)-naphthalen-2-yl]-1H-imidazol-2-yl}-pyrrolidine-1-carbonyl)-2-methyl-propyl]-carbamic acid methyl ester). RXN SMILES: [CH3:1][O:2][C:3](=[O:60])[NH:4][CH:5]([C:9]([N:11]1[CH2:15][CH2:14][CH2:13][CH:12]1[C:16]1[NH:17][C:18]([C:21]2[CH:30]=[CH:29][C:28]3[C:23](=[CH:24][CH:25]=[C:26]([C:31]4[CH:36]=[CH:35][C:34]([C:37]5[NH:38][C:39]([CH:42]6[CH2:46][CH:45]([C:47]#[N:48])[CH2:44][N:43]6[C:49](=[O:59])[CH:50]([NH:54][C:55]([O:57][CH3:58])=[O:56])[CH:51]([CH3:53])[CH3:52])=[N:40][CH:41]=5)=[CH:33][CH:32]=4)[CH:27]=3)[CH:22]=2)=[CH:19][N:20]=1)=[O:10])[CH:6]([CH3:8])[CH3:7].C(N1CC[CH2:68][C@H:64]1[C:65](O)=O)#N.COC(NC(C1C=CC=CC=1)C(O)=O)=O>>[CH3:1][O:2][C:3](=[O:60])[NH:4][CH:5]([C:9]([N:11]1[CH2:15][CH2:14][CH2:13][CH:12]1[C:16]1[NH:17][C:18]([C:21]2[CH:30]=[CH:29][C:28]3[C:23](=[CH:24][CH:25]=[C:26]([C:31]4[CH:36]=[CH:35][C:34]([C:37]5[NH:38][C:39]([CH:42]6[CH2:46][CH:45]([C:47]#[N:48])[CH2:44][N:43]6[C:49](=[O:59])[CH:50]([NH:54][C:55]([O:57][CH3:58])=[O:56])[C:51]6[CH:53]=[CH:68][CH:64]=[CH:65][CH:52]=6)=[N:40][CH:41]=5)=[CH:33][CH:32]=4)[CH:27]=3)[CH:22]=2)=[CH:19][N:20]=1)=[O:10])[CH:6]([CH3:8])[CH3:7]. Procedure: Synthesized similar to [1-(2-{5-[6-(4-{2-[4-Cyano-1-(2-methoxycarbonylamino-3-methyl-butyryl)-pyrrolidin-2-yl]-3H-imidazol-4-yl}-phenyl)-naphthalen-2-yl]-1H-imidazol-2-yl}-pyrrolidine-1-carbonyl)-2-methyl-propyl]-carbamic acid methyl ester, reverting the order of Suzuki coupling and reaction introduction of the amino acid moiety on the cyano proline using methoxycarbonylamino-phenyl-acetic acid. Product: O=C1OC(CCc2ccccc2)(c2ccccc2)CC(O)=C1Sc1ccccc1. Reactants: O=C1OC(CCc2ccccc2)(c2ccccc2)CC(O)=C1Br, C1CCNCC1, ClCCl, Sc1ccccc1. As a reaction SMILES: [Br:1][C:2]1=[C:7]([OH:8])[CH2:6][C:5]([CH2:9][CH2:10][c:11]2[cH:12][cH:13][cH:14][cH:15][cH:16]2)([c:17]2[cH:18][cH:19][cH:20][cH:21][cH:22]2)[O:4][C:3]1=[O:23].[CH2:31]1[CH2:32][CH2:33][NH:34][CH2:35][CH2:36]1.[Cl:37][CH2:38][Cl:39].[SH:24][c:25]1[cH:26][cH:27][cH:28][cH:29][cH:30]1>>[C:2]1([S:24][c:25]2[cH:26][cH:27][cH:28][cH:29][cH:30]2)=[C:7]([OH:8])[CH2:6][C:5]([CH2:9][CH2:10][c:11]2[cH:12][cH:13][cH:14][cH:15][cH:16]2)([c:17]2[cH:18][cH:19][cH:20][cH:21][cH:22]2)[O:4][C:3]1=[O:23]. The reactants are CC1=NC(=NN1)C1=NC(=NO1)C1=CC=C(C=C1)OC(F)(F)F (5-(5-methyl-1H-1,2,4-triazol-3-yl)-3-(4-(trifluoromethoxy)phenyl)-1,2,4-oxadiazole), C(=O)([O-])[O-].[K+].[K+] (K2CO3), [Na+].[I-] (NaI), ClCC1=CN=C(S1)Cl (5-(chloromethyl)-2-chlorothiazole). Run in C1CCOC1 (THF). Run at time 3 day. The product is ClC=1SC(=CN1)CN1N=C(N=C1C)C1=NC(=NO1)C1=CC=C(C=C1)OC(F)(F)F (5-(1-((2-chlorothiazol-5-yl)methyl)-5-methyl-1H-1,2,4-triazol-3-yl)-3-(4-(trifluoromethoxy)phenyl)-1,2,4-oxadiazole). The yield is 54.2%. Reaction SMILES: [CH3:1][C:2]1[NH:6][N:5]=[C:4]([C:7]2[O:11][N:10]=[C:9]([C:12]3[CH:17]=[CH:16][C:15]([O:18][C:19]([F:22])([F:21])[F:20])=[CH:14][CH:13]=3)[N:8]=2)[N:3]=1.C([O-])([O-])=O.[K+].[K+].[Na+].[I-].Cl[CH2:32][C:33]1[S:37][C:36]([Cl:38])=[N:35][CH:34]=1>C1COCC1>[Cl:38][C:36]1[S:37][C:33]([CH2:32][N:6]2[C:2]([CH3:1])=[N:3][C:4]([C:7]3[O:11][N:10]=[C:9]([C:12]4[CH:13]=[CH:14][C:15]([O:18][C:19]([F:22])([F:20])[F:21])=[CH:16][CH:17]=4)[N:8]=3)=[N:5]2)=[CH:34][N:35]=1 |f:1.2.3,4.5|. Procedure: To a suspension of 5-(5-methyl-1H-1,2,4-triazol-3-yl)-3-(4-(trifluoromethoxy)phenyl)-1,2,4-oxadiazole (31 mg, 0.1 mmol) in THF (1 mL), K2CO3 (28 mg, 0.2 mmol), NaI (22 mg, 0.15 mmol), and 5-(chloromethyl)-2-chlorothiazole (25 mg, 0.15 mmol) were added at RT. The mixture was stirred at RT for 3 days. The resulting crude product was filtered and purified by a silica gel column with (EtOAc/Hexane 16% to 100% EtOAc) to give 5-(1-((2-chlorothiazol-5-yl)methyl)-5-methyl-1H-1,2,4-triazol-3-yl)-3-(4-(tr... Reactants: COc1ccc(-c2cccc3c2OC(COS(=O)(=O)c2ccc(C)cc2)C3)c(OC)c1, Cl, [N-]=[N+]=[N-], [N-]=[N+]=[N-], COc1ccc(-c2cccc3c2OC(CN=[N+]=[N-])C3)c(OC)c1, [Na+]. The product is COc1ccc(-c2cccc3c2OC(CN)C3)c(OC)c1. As a reaction SMILES: [CH3:1][c:2]1[cH:3][cH:4][c:5]([S:6]([O:7][CH2:8][CH:9]2[CH2:10][c:11]3[cH:12][cH:13][cH:14][c:15](-[c:16]4[cH:17][cH:18][c:19]([O:20][CH3:21])[cH:22][c:23]4[O:24][CH3:25])[c:26]3[O:27]2)(=[O:28])=[O:29])[cH:30][cH:31]1.[ClH:62].[N-:33]=[N+:34]=[N-:35].[N-:59]=[N+:60]=[N-:61].[N:36](=[N+:37]=[N-:38])[CH2:39][CH:40]1[O:41][c:42]2[c:43]([cH:45][cH:46][cH:47][c:48]2-[c:49]2[c:50]([O:57][CH3:58])[cH:51][c:52]([O:55][CH3:56])[cH:53][cH:54]2)[CH2:44]1.[Na+:32]>>[NH2:36][CH2:39][CH:40]1[O:41][c:42]2[c:43]([cH:45][cH:46][cH:47][c:48]2-[c:49]2[c:50]([O:57][CH3:58])[cH:51][c:52]([O:55][CH3:56])[cH:53][cH:54]2)[CH2:44]1. Reactants: C(C1=CC=CC=C1)S (benzylmercaptan), [OH-].[Na+] (NaOH), [Cl-].C(C)[N+]1(CC(C1)O)CC (1,1-diethyl-3-hydroxy azetidinium chloride). Solvent: C(C)O (ethyl alcohol), O (water), CCOCC (ether). Reaction conditions: temperature 75 celsius. Yields the product Cl.C(C1=CC=CC=C1)SCC(CN(CC)CC)O ((3-benzylthio-2-hydroxy propyl) diethylamine hydrochloride). The yield is 84.6%. RXN SMILES: [CH2:1]([SH:8])[C:2]1[CH:7]=[CH:6][CH:5]=[CH:4][CH:3]=1.[OH-].[Na+].[Cl-:11].[CH2:12]([N+:14]1([CH2:19][CH3:20])[CH2:17][CH:16]([OH:18])[CH2:15]1)[CH3:13]>O.C(O)C.CCOCC>[ClH:11].[CH2:1]([S:8][CH2:17][CH:16]([OH:18])[CH2:15][N:14]([CH2:19][CH3:20])[CH2:12][CH3:13])[C:2]1[CH:7]=[CH:6][CH:5]=[CH:4][CH:3]=1 |f:1.2,3.4,8.9|. Procedure: 6.20 g of benzylmercaptan and 2 g of NaOH are stirred together in 25 cc of water, under a nitrogen atmosphere, for 5 minutes at which time there is added thereto a solution of 8.28 g of 1,1-diethyl-3-hydroxy azetidinium chloride in 25 cc of ethyl alcohol. The resulting mixture is heated for 1 hour at 75° C. After evaporating to dryness the product thus obtained is taken up in ether. The resulting etherified solution is then dried on sodium sulfate and neutralized by bubbling gaseous HC1 therethr...